Dataset: the Open Reaction Database (ORD), a public repository of structured organic reaction records. Task: describe an organic reaction: reactants, conditions, products, and yield The reactants are CC(C)Nc1ccc(Cl)nc1, ClCCl, c1ccccc1, O=C(O)CN1C(=O)C(Cc2c[nH]c3ccccc23)c2nnc(-c3ccccc3)n2-c2ccccc21. The product is CC(C)N(C(=O)CN1C(=O)C(Cc2c[nH]c3ccccc23)c2nnc(-c3ccccc3)n2-c2ccccc21)c1ccc(Cl)nc1. RXN SMILES: [Cl:36][c:37]1[cH:38][cH:39][c:40]([NH:43][CH:44]([CH3:45])[CH3:46])[cH:41][n:42]1.[Cl:53][CH2:54][Cl:55].[cH:47]1[cH:48][cH:49][cH:50][cH:51][cH:52]1.[nH:1]1[cH:2][c:3]([CH2:10][CH:11]2[C:12](=[O:35])[N:13]([CH2:31][C:32](=[O:33])[OH:34])[c:14]3[c:15]([cH:27][cH:28][cH:29][cH:30]3)-[n:16]3[c:17](-[c:21]4[cH:22][cH:23][cH:24][cH:25][cH:26]4)[n:18][n:19][c:20]32)[c:4]2[cH:5][cH:6][cH:7][cH:8][c:9]12>>[nH:1]1[cH:2][c:3]([CH2:10][CH:11]2[C:12](=[O:35])[N:13]([CH2:31][C:32](=[O:33])[N:43]([c:40]3[cH:39][cH:38][c:37]([Cl:36])[n:42][cH:41]3)[CH:44]([CH3:45])[CH3:46])[c:14]3[c:15]([cH:27][cH:28][cH:29][cH:30]3)-[n:16]3[c:17](-[c:21]4[cH:22][cH:23][cH:24][cH:25][cH:26]4)[n:18][n:19][c:20]32)[c:4]2[cH:5][cH:6][cH:7][cH:8][c:9]12. Reaction conditions: temperature 100 celsius. Run in O (water), CN(C=O)C (N,N-dimethylformamide). As a reaction SMILES: ClC1C(F)=C(C2CNC(=O)C2)C(OCC)=C(C(Cl)C)C=1.CC1C2C(=NC=NC=2N)NN=1.C(=O)([O-])[O-].[Cs+].[Cs+].[I-].[K+].[NH2:40][C:41]1[N:46]=[CH:45][N:44]=[C:43]2[N:47]([C@H:51]([C:53]3[C:54]([O:67][CH2:68][CH3:69])=[C:55]([C@@H:61]4[CH2:65][NH:64][C:63](=[O:66])[CH2:62]4)[C:56]([F:60])=[C:57]([Cl:59])[CH:58]=3)[CH3:52])[N:48]=[C:49]([CH3:50])[C:42]=12.NC1N=CN=C2N([C@@H](C3C(OCC)=C([C@H]4CNC(=O)C4)C(F)=C(Cl)C=3)C)N=C(C)C=12.NC1N=CN=C2N([C@@H](C3C(OCC)=C([C@@H]4CNC(=O)C4)C(F)=C(Cl)C=3)C)N=C(C)C=12>CN(C)C=O.O>[NH2:40][C:41]1[N:46]=[CH:45][N:44]=[C:43]2[N:47]([CH:51]([C:53]3[C:54]([O:67][CH2:68][CH3:69])=[C:55]([CH:61]4[CH2:65][NH:64][C:63](=[O:66])[CH2:62]4)[C:56]([F:60])=[C:57]([Cl:59])[CH:58]=3)[CH3:52])[N:48]=[C:49]([CH3:50])[C:42]=12 |f:2.3.4,5.6|. The product is NC1=C2C(=NC=N1)N(N=C2C)C(C)C=2C(=C(C(=C(C2)Cl)F)C2CC(NC2)=O)OCC (4-{3-[1-(4-amino-3-methyl-1H-pyrazolo[3,4-d]pyrimidin-1-yl)ethyl]-5-chloro-2-ethoxy-6-fluorophenyl}pyrrolidin-2-one). Starting materials: NC1=C2C(=NC=N1)N(N=C2C)[C@H](C)C=2C(=C(C(=C(C2)Cl)F)[C@@H]2CC(NC2)=O)OCC ((S)-4-(3-((R)-1-(4-amino-3-methyl-1H-pyrazolo[3,4-d]pyrimidin-1-yl)ethyl)-5-chloro-2-ethoxy-6-fluorophenyl)pyrrolidin-2-one), NC1=C2C(=NC=N1)N(N=C2C)[C@H](C)C=2C(=C(C(=C(C2)Cl)F)[C@H]2CC(NC2)=O)OCC ((R)-4-(3-((R)-1-(4-amino-3-methyl-1H-pyrazolo[3,4-d]pyrimidin-1-yl)ethyl)-5-chloro-2-ethoxy-6-fluorophenyl)pyrrolidin-2-one), NC1=C2C(=NC=N1)N(N=C2C)[C@@H](C)C=2C(=C(C(=C(C2)Cl)F)[C@H]2CC(NC2)=O)OCC ((R)-4-(3-((S)-1-(4-amino-3-methyl-1H-pyrazolo[3,4-d]pyrimidin-1-yl)ethyl)-5-chloro-2-ethoxy-6-fluorophenyl)pyrrolidin-2-one), ClC=1C(=C(C(=C(C1)C(C)Cl)OCC)C1CC(NC1)=O)F (4-[3-chloro-5-(1-chloroethyl)-6-ethoxy-2-fluorophenyl]pyrrolidin-2-one), CC1=NNC2=NC=NC(=C21)N (3-methyl-1H-pyrazolo[3,4-d]pyrimidin-4-amine), C([O-])([O-])=O.[Cs+].[Cs+] (cesium carbonate), [I-].[K+] (potassium iodide), final products, ((S)-4-(34(S)-1-(4-amino-3-methyl-1H-pyrazolo[3,4-d]pyrimidin-1-yl)ethyl)-5-chloro-2-ethoxy-6-fluorophenyl)pyrrolidin-2-one. Procedure details: The mixture of diastereoisomers from step 7 were each processed individually to the final products. A mixture of 4-[3-chloro-5-(1-chloroethyl)-6-ethoxy-2-fluorophenyl]pyrrolidin-2-one (0.36 g, 1.1 mmol) (from Step 7), 3-methyl-1H-pyrazolo[3,4-d]pyrimidin-4-amine (0.19 g, 1.3 mmol), cesium carbonate (0.54 g, 1.7 mmol) and potassium iodide (18 mg, 0.11 mmol) in N,N-dimethylformamide (7.4 mL) was heated at 100° C. for 4.5 h. The reaction mixture was poured into water (30 ml) and extracted with ethy... Starting materials: CCOC(C)=O, Cl, Cc1ccc(N)c(C(=O)Nc2cccnc2Cl)c1, O=S1(=O)CCCC1. Yields the product Cc1ccc2c(c1)C(=O)Nc1cccnc1N2. RXN SMILES: [CH3:27][CH2:28][O:29][C:30](=[O:31])[CH3:32].[ClH:19].[NH2:1][c:2]1[c:3]([C:4](=[O:5])[NH:6][c:7]2[c:8]([Cl:13])[n:9][cH:10][cH:11][cH:12]2)[cH:14][c:15]([CH3:18])[cH:16][cH:17]1.[S:20]1(=[O:25])(=[O:26])[CH2:21][CH2:22][CH2:23][CH2:24]1>>[NH:1]1[c:2]2[c:3]([cH:14][c:15]([CH3:18])[cH:16][cH:17]2)[C:4](=[O:5])[NH:6][c:7]2[c:8]1[n:9][cH:10][cH:11][cH:12]2. The reactants are COC(OC)OC, O=CO, O=C(NCCCO)c1cc2c(cc1O)OCO2. The product is O=C1c2cc3c(cc2OC2OCCCN12)OCO3. As a reaction SMILES: [CH3:18][O:19][CH:20]([O:21][CH3:22])[O:23][CH3:24].[CH:25]([OH:26])=[O:27].[OH:1][c:2]1[c:3]([C:4](=[O:5])[NH:6][CH2:7][CH2:8][CH2:9][OH:10])[cH:11][c:12]2[c:13]([cH:14]1)[O:15][CH2:16][O:17]2>>[O:1]1[c:2]2[c:3]([cH:11][c:12]3[c:13]([cH:14]2)[O:15][CH2:16][O:17]3)[C:4](=[O:5])[N:6]2[CH2:7][CH2:8][CH2:9][O:10][CH:18]12. Reactants: [Li+].C[Si](C)(C)[N-][Si](C)(C)C (LHMDS), C1CCOC1 (THF), C1=CC=CC2=CC=CC=C12 (naphthalene), CNC (dimethylamine). The reagents and catalysts are CC(C)OC1=C(C(=CC=C1)OC(C)C)C2=CC=CC=C2P(C3CCCCC3)C4CCCCC4.CC(C)(C)OC.C1=CC=C([C-]=C1)CCN.Cl[Pd+] (Ruphos palladacycle). Reaction conditions: temperature 85 celsius. The product is CN(C=1C=C2C=C3C(=C(C2=CC1)C1=CC=CC=C1)C(CC3)=O)C (6-(Dimethylamino)-9-phenyl-2,3-dihydro-1H-cyclopenta[b]naphthalen-1-one). Yield: 15.0%. Reaction SMILES: [Li+].C[Si]([N-][Si](C)(C)C)(C)C.[CH:11]1[C:20]2[C:15](=[CH:16][CH:17]=[CH:18][CH:19]=2)[CH:14]=[CH:13][CH:12]=1.[CH3:21][NH:22][CH3:23].[CH2:24]1[CH2:28][O:27][CH2:26][CH2:25]1>CC(OC1C=CC=C(OC(C)C)C=1C1C(P(C2CCCCC2)C2CCCCC2)=CC=CC=1)C.CC(OC)(C)C.C1C=[C-]C(CCN)=CC=1.Cl[Pd+]>[CH3:21][N:22]([CH3:23])[C:19]1[CH:20]=[C:15]2[C:16](=[CH:17][CH:18]=1)[C:24]([C:28]1[CH:19]=[CH:20][CH:11]=[CH:12][CH:13]=1)=[C:25]1[C:26](=[O:27])[CH2:11][CH2:12][C:13]1=[CH:14]2 |f:0.1,5.6.7.8|. Procedure: Follows general procedure E: Ruphos palladacycle (1.5 mg, 0.0020 mmol), LHMDS (0.14 mL, 0.14 mmol), naphthalene (0.019 g, 0.065 mmol), THF (0.13 mL), and dimethylamine (50 μL, 0.10 mmol). The reaction mixture was heated at 85° C. for 1.5 h, turning reaction mixture brown. The crude product was purified by silica gel flash column chromatography (1.5 cm column, 5% ethyl acetate/hexanes) to yield the title compound as a yellow solid (3 mg, 15%). Starting materials: CC(C)(C)O, Cc1cc(Cl)ccc1O, OC(CCl)CCCl, [Na+], [OH-], O. Product: Cc1cc(Cl)ccc1OCC(O)CCCl. As a reaction SMILES: [C:20]([OH:21])([CH3:22])([CH3:23])[CH3:24].[CH3:1][c:2]1[c:3]([OH:9])[cH:4][cH:5][c:6]([Cl:8])[cH:7]1.[Cl:10][CH2:11][CH:12]([CH2:13][CH2:14][Cl:15])[OH:16].[Na+:18].[OH-:17].[OH2:19]>>[CH3:1][c:2]1[c:3]([O:9][CH2:11][CH:12]([CH2:13][CH2:14][Cl:15])[OH:16])[cH:4][cH:5][c:6]([Cl:8])[cH:7]1. As a reaction SMILES: [CH3:11][c:12]1[n:13][o:14][c:15]([CH3:21])[c:16]1[S:17](=[O:18])(=[O:19])[Cl:20].[CH3:7][C:8](=[O:9])[CH3:10].[Na+:22].[Na+:23].[Na+:5].[Na+:6].[O-:24][C:25](=[O:26])[O-:27].[OH2:28].[S:1]([O-:2])([O-:3])=[O:4]>>[CH3:11][c:12]1[n:13][o:14][c:15]([CH3:21])[c:16]1[S:17](=[O:18])[O-:19].[Na+:5]. Reactants: Cc1noc(C)c1S(=O)(=O)Cl, CC(C)=O, [Na+], [Na+], [Na+], [Na+], O=C([O-])[O-], O, O=S([O-])[O-]. Product: Cc1noc(C)c1S(=O)[O-], [Na+].